From a dataset of the Open Reaction Database (ORD), a public repository of structured organic reaction records. describe an organic reaction: reactants, conditions, products, and yield Reactants: C(C)(C)(C)OC(=O)NC1=[N+](C=CC=C1C)[O-] (2-t-butyloxycarbonylamino-3-methylpyridine-N-oxide), S(=O)(=O)(OC)OC (dimethyl sulfate). Solvent: C(Cl)Cl (CH2Cl2), C(Cl)Cl (CH2Cl2). Yields the product COS(=O)(=O)[O-].C(C)(C)(C)OC(=O)NC1=[N+](C=CC=C1C)OC (2-t-Butyloxycarbonylamino-3-methyl-1-methoxy-pyridinium methyl sulfate). Reaction SMILES: [C:1]([O:5][C:6]([NH:8][C:9]1[C:14]([CH3:15])=[CH:13][CH:12]=[CH:11][N+:10]=1[O-:16])=[O:7])([CH3:4])([CH3:3])[CH3:2].[S:17]([O:22]C)([O:20][CH3:21])(=[O:19])=[O:18]>C(Cl)Cl>[CH3:21][O:20][S:17]([O-:22])(=[O:19])=[O:18].[C:1]([O:5][C:6]([NH:8][C:9]1[C:14]([CH3:15])=[CH:13][CH:12]=[CH:11][N+:10]=1[O:16][CH3:21])=[O:7])([CH3:4])([CH3:3])[CH3:2] |f:3.4|. Procedure: To a stirred solution of 620 mg (0.29 mmol) of 2-t-butyloxycarbonylamino-3-methylpyridine-N-oxide in 8 mL of CH2Cl2 under Ar was added 262 μL (0.3 mmol) of dimethyl sulfate. The CH2Cl2 was allowed to evaporate under a slow stream of Ar overnight to give the title compound as a light tan solid: Reactants: CC[O-], CCO, ClCn1c(Br)nc(Cl)c1Cl, [Na+]. Yields the product CCOCn1c(Br)nc(Cl)c1Cl. Reaction SMILES: [CH3:12][CH2:13][O-:14].[CH3:15][CH2:16][OH:17].[Cl:1][CH2:2][n:3]1[c:4]([Br:10])[n:5][c:6]([Cl:9])[c:7]1[Cl:8].[Na+:11]>>[CH2:2]([n:3]1[c:4]([Br:10])[n:5][c:6]([Cl:9])[c:7]1[Cl:8])[O:14][CH2:13][CH3:12]. The reactants are C(C#CC)OC1=CC(=NC=N1)C(C1=CC=CC=C1)=O (6-(2-butynyloxy)-4-benzoylpyrimidine), Cl.CON (O-methylhydroxylamine hydrochloride), Cl (hydrochloric acid). The solvent is N1=CC=CC=C1 (pyridine). Conditions: time 3 hour. Product: CON=C(C1=NC=NC(=C1)OCC#CC)C1=CC=CC=C1 ((6-(2-butynyloxy)-4-pyrimidyl)phenylketone O-methyloxime). Reaction SMILES: [CH2:1]([O:5][C:6]1[N:11]=[CH:10][N:9]=[C:8]([C:12](=O)[C:13]2[CH:18]=[CH:17][CH:16]=[CH:15][CH:14]=2)[CH:7]=1)[C:2]#[C:3][CH3:4].Cl.[CH3:21][O:22][NH2:23].Cl>N1C=CC=CC=1>[CH3:21][O:22][N:23]=[C:12]([C:13]1[CH:18]=[CH:17][CH:16]=[CH:15][CH:14]=1)[C:8]1[CH:7]=[C:6]([O:5][CH2:1][C:2]#[C:3][CH3:4])[N:11]=[CH:10][N:9]=1 |f:1.2|. Procedure: In 3 ml of pyridine were added 0.3 g of 6-(2-butynyloxy)-4-benzoylpyrimidine and 0.15 g of O-methylhydroxylamine hydrochloride, followed by stirring at room temperature for 3 hours. The reaction mixture was then poured into 10% hydrochloric acid and extracted three times with ethyl acetate. The organic layers were combined and washed with a saturated aqueous sodium chloride solution, and the combined organic layer was dried over anhydrous magnesium sulfate and then concentrated. The residue was ... Reactants: C(C)C1=CC=C(C=C1)S(=O)(=O)CCO (2-(4-ethylphenylsulfonyl)-ethanol), N1=CC=CC=C1 (pyridine), S(=O)(Cl)Cl (thionyl chloride). Run in C1(=CC=CC=C1)C (toluene), C1(=CC=CC=C1)C (toluene). Product: ClCCS(=O)(=O)C1=CC=C(C=C1)CC (1-(2-chloroethylsulfonyl)-4-ethylbenzene). The yield is 109.5%. As a reaction SMILES: S(Cl)([Cl:3])=O.[CH2:5]([C:7]1[CH:12]=[CH:11][C:10]([S:13]([CH2:16][CH2:17]O)(=[O:15])=[O:14])=[CH:9][CH:8]=1)[CH3:6].N1C=CC=CC=1>C1(C)C=CC=CC=1>[Cl:3][CH2:17][CH2:16][S:13]([C:10]1[CH:11]=[CH:12][C:7]([CH2:5][CH3:6])=[CH:8][CH:9]=1)(=[O:15])=[O:14]. Procedure details: A solution of 1.0 ml (14.0 mmol) of thionyl chloride in toluene (15 ml) was added dropwise, while cooling with ice, to a solution of 1.0 g (4.67 mmol) of 2-(4-ethylphenylsulfonyl)-ethanol and 56 μl (0.70 mmol) of pyridine in toluene (20 ml). The mixture was then heated for 3 h under reflux. Quenching with ice and water was then carried out. The phases were separated and the aqueous phase was extracted twice with DCM. The combined organic phases were dried over MgSO4, filtered and concentrated in... The reactants are C(C)(C)(C)OC(=O)NC1=CC=C2C(=C(N(C2=C1)CC1=C(C=CC=C1)Cl)CCC)C(C(C)C)=O (6-tert-butoxycarbonylamino-1-(2-chlorobenzyl)-3-isobutyryl-2-propylindole), Cl (hydrogen chloride). Procedure: To a solution of 6-tert-butoxycarbonylamino-1-(2-chlorobenzyl)-3-isobutyryl-2-propylindole (110 mg) in ethyl acetate (1 ml) was added 4N hydrogen chloride in ethyl acetate at 20° C., and the mixture was stirred at the same temperature for 4 hours. The precipitates were collected by filtration and washed with ethyl acetate to give 6-amino-1-(2-chlorobenzyl)-3-isobutyryl-2-propylindole hydrochloride (50 mg) as powder. Yield: 105.2%. Reaction conditions: time 4 hour. Reaction SMILES: C(OC([NH:8][C:9]1[CH:17]=[C:16]2[C:12]([C:13]([C:29](=[O:33])[CH:30]([CH3:32])[CH3:31])=[C:14]([CH2:26][CH2:27][CH3:28])[N:15]2[CH2:18][C:19]2[CH:24]=[CH:23][CH:22]=[CH:21][C:20]=2[Cl:25])=[CH:11][CH:10]=1)=O)(C)(C)C.Cl>C(OCC)(=O)C>[ClH:25].[NH2:8][C:9]1[CH:17]=[C:16]2[C:12]([C:13]([C:29](=[O:33])[CH:30]([CH3:32])[CH3:31])=[C:14]([CH2:26][CH2:27][CH3:28])[N:15]2[CH2:18][C:19]2[CH:24]=[CH:23][CH:22]=[CH:21][C:20]=2[Cl:25])=[CH:11][CH:10]=1 |f:3.4|. Product: Cl.NC1=CC=C2C(=C(N(C2=C1)CC1=C(C=CC=C1)Cl)CCC)C(C(C)C)=O (6-amino-1-(2-chlorobenzyl)-3-isobutyryl-2-propylindole hydrochloride). The solvent is C(C)(=O)OCC (ethyl acetate), C(C)(=O)OCC (ethyl acetate). Reactants: O=C([O-])[O-], CC(=O)c1nc(-c2ccc(O)cc2)n(C)c1C, CN(C)C=O, ClCC1CO1, [K+], [K+]. Product: CC(=O)c1nc(-c2ccc(OCC3CO3)cc2)n(C)c1C. As a reaction SMILES: [C:18](=[O:19])([O-:20])[O-:21].[C:1]([CH3:2])(=[O:3])[c:4]1[n:5][c:6](-[c:11]2[cH:12][cH:13][c:14]([OH:17])[cH:15][cH:16]2)[n:7]([CH3:10])[c:8]1[CH3:9].[CH3:29][N:30]([CH3:31])[CH:32]=[O:33].[Cl:24][CH2:25][CH:26]1[CH2:27][O:28]1.[K+:22].[K+:23]>>[C:1]([CH3:2])(=[O:3])[c:4]1[n:5][c:6](-[c:11]2[cH:12][cH:13][c:14]([O:17][CH2:25][CH:26]3[CH2:27][O:28]3)[cH:15][cH:16]2)[n:7]([CH3:10])[c:8]1[CH3:9]. Starting materials: C([O-])([O-])=O.[K+].[K+] (Potassium carbonate), CS(=O)C (dimethylsulfoxide), OO (hydrogen peroxide), O=C(CN1C(=CC=C1)C#N)C1=CC=C(C=C1)C1CCN(CC1)C(C(F)(F)F)=O (1-(2-Oxo-2-{4-[1-(2,2,2-trifluoro-acetyl)-piperidin-4-yl]-phenyl}-ethyl)-1H-pyrrole-2-carbonitrile), OO (hydrogen peroxide). Solvent: O (water), CO (methanol). Run at time 8 hour. Product: N1CCC(CC1)C1=CC=C(C=C1)C=1NC(C=2N(C1)C=CC2)=O (3-(4-piperidin-4-yl-phenyl)-2H-pyrrolo[1,2-a]pyrazin-1-one). RXN SMILES: O=[C:2]([C:11]1[CH:16]=[CH:15][C:14]([CH:17]2[CH2:22][CH2:21][N:20](C(=O)C(F)(F)F)[CH2:19][CH2:18]2)=[CH:13][CH:12]=1)[CH2:3][N:4]1[CH:8]=[CH:7][CH:6]=[C:5]1[C:9]#[N:10].C(=O)([O-])[O-:30].[K+].[K+].CS(C)=O.OO>CO.O>[NH:20]1[CH2:21][CH2:22][CH:17]([C:14]2[CH:15]=[CH:16][C:11]([C:2]3[NH:10][C:9](=[O:30])[C:5]4[N:4]([CH:8]=[CH:7][CH:6]=4)[CH:3]=3)=[CH:12][CH:13]=2)[CH2:18][CH2:19]1 |f:1.2.3|. Reported procedure: 1-(2-Oxo-2-{4-[1-(2,2,2-trifluoro-acetyl)-piperidin-4-yl]-phenyl}-ethyl)-1H-pyrrole-2-carbonitrile (1.40 g; 3.60 mmol) is slurried in methanol (10 ml). Potassium carbonate (2.49 g; 17.98 mmol), dry dimethylsulfoxide (0.77 ml; 10.79 mmol) and hydrogen peroxide (1.10 ml; 10.79 mmol) are added (caution: strong exothermic reaction after the addition of hydrogen peroxide). The yellow suspension is stirred overnight. The reaction mixture is diluted with water, the precipitate is filtered off by suctio...